This data is from the Open Reaction Database (ORD), a public repository of structured organic reaction records. The task is: describe an organic reaction: reactants, conditions, products, and yield Starting materials: CCOC(=O)c1ccc(OCC=CCc2ccccc2)c(I)c1, CC(C)(C#N)N=NC(C)(C)C#N, c1ccccc1. The product is CCOC(=O)c1ccc2c(c1)C(CCc1ccccc1)CO2. RXN SMILES: [I:1][c:2]1[cH:3][c:4]([C:5](=[O:6])[O:7][CH2:8][CH3:9])[cH:10][cH:11][c:12]1[O:13][CH2:14][CH:15]=[CH:16][CH2:17][c:18]1[cH:19][cH:20][cH:21][cH:22][cH:23]1.[N:24]#[C:25][C:26]([N:27]=[N:28][C:29]([C:30]#[N:31])([CH3:32])[CH3:33])([CH3:34])[CH3:35].[cH:36]1[cH:37][cH:38][cH:39][cH:40][cH:41]1>>[c:2]12[cH:3][c:4]([C:5](=[O:6])[O:7][CH2:8][CH3:9])[cH:10][cH:11][c:12]1[O:13][CH2:14][CH:15]2[CH2:16][CH2:17][c:18]1[cH:19][cH:20][cH:21][cH:22][cH:23]1. Starting materials: [BH4-], CCO, O=Cc1ccccc1, NCCc1cccc(O)c1, [Na+], C1CCC(OC2CCCCO2)OC1. Yields the product Oc1cccc(CCNCc2ccccc2)c1. Reaction SMILES: [BH4-:32].[CH3:34][CH2:35][OH:36].[CH:24](=[O:25])[c:26]1[cH:27][cH:28][cH:29][cH:30][cH:31]1.[NH2:14][CH2:15][CH2:16][c:17]1[cH:18][c:19]([OH:23])[cH:20][cH:21][cH:22]1.[Na+:33].[O:1]1[CH2:2][CH2:3][CH2:4][CH2:5][CH:6]1[O:7][CH:8]1[CH2:9][CH2:10][CH2:11][CH2:12][O:13]1>>[NH:14]([CH2:15][CH2:16][c:17]1[cH:18][c:19]([OH:23])[cH:20][cH:21][cH:22]1)[CH2:24][c:26]1[cH:27][cH:28][cH:29][cH:30][cH:31]1.